Dataset: the Open Reaction Database (ORD), a public repository of structured organic reaction records. Task: describe an organic reaction: reactants, conditions, products, and yield The reactants are O-acetyl cefdinir, NC1[C@@H]2N(C(=C(CS2)C=C)C(=O)O)C1=O (AVNA), NC1[C@@H]2N(C(=C(CS2)C=C)C(=O)O)C1=O (7-amino-3-vinyl-3-cephem-4-carboxylic acid), O1CCCC1 (tetrahydrofuran), NC=1SC=C(N1)/C(/C(=O)OC1=CC=CC2=C1N=C(S2)S)=N/OC(C)=O (2-MERCAPTOBENZOTHIAZOLYL (Z)-2-(2-AMINO-4-THIAZOLYL)-2-ACETYLOXYIMINOACETATE), S(O)(O)(=O)=O (sulfuric acid). The solvent is O (water), C(Cl)Cl (methylene dichloride), C(C)N(CC)CC (triethylamine), O (water). Product: NC=1SC=C(N1)/C(/C(=O)N[C@H]1[C@@H]2N(C(=C(CS2)C=C)C(=O)O)C1=O)=N/O (7β-[(Z)-2-(2-AMINO-4-THIAZOLYL)-2-HYDROXYIMINO ACETAMIDO]-3-VINYL-3-CEPHEM-4-CARBOXYLIC ACID). The yield is 62.9%. Reaction SMILES: [NH2:1][CH:2]1[C:14](=[O:15])[N:4]2[C:5]([C:11]([OH:13])=[O:12])=[C:6]([CH:9]=[CH2:10])[CH2:7][S:8][C@H:3]12.O1CCCC1.[NH2:21][C:22]1[S:23][CH:24]=[C:25](/[C:27](=[N:41]/[O:42]C(=O)C)/[C:28](OC2C3N=C(S)SC=3C=CC=2)=[O:29])[N:26]=1.S(=O)(=O)(O)O>O.C(Cl)Cl.C(N(CC)CC)C>[NH2:21][C:22]1[S:23][CH:24]=[C:25](/[C:27](=[N:41]/[OH:42])/[C:28]([NH:1][C@@H:2]2[C:14](=[O:15])[N:4]3[C:5]([C:11]([OH:13])=[O:12])=[C:6]([CH:9]=[CH2:10])[CH2:7][S:8][C@H:3]23)=[O:29])[N:26]=1. Procedure: 40 g of 7-amino-3-vinyl-3-cephem-4-carboxylic acid (AVNA, 0.177 mol) was added to 400 ml of tetrahydrofuran under nitrogen atmosphere followed by 78 g of O-acetyl thioester (0.206 mol, prepared in Example 1) and 200 ml of water with stirring. Cooled the reaction mass to 15–20° C. To this reaction mixture, 20 g of triethylamine was added slowly at pH ˜8.5. Stirring was continued and progress of the reaction was monitored by qualitative HPLC till AVNA was less than 1%. At this stage 400 ml of meth... Reactants: C1CCOC1, CCOC(C)=O, C[Si](C)(C)[N-][Si](C)(C)C, N#CC1CCCCC1, Cl, N#Cc1ccc(F)cc1, [K+]. Product: N#Cc1ccc(C2(C#N)CCCCC2)cc1. Reaction SMILES: [CH2:35]1[O:36][CH2:37][CH2:38][CH2:39]1.[CH3:29][CH2:30][O:31][C:32]([CH3:33])=[O:34].[CH3:2][Si:3]([N-:4][Si:5]([CH3:6])([CH3:7])[CH3:8])([CH3:9])[CH3:10].[CH:11]1([C:17]#[N:18])[CH2:12][CH2:13][CH2:14][CH2:15][CH2:16]1.[ClH:28].[F:19][c:20]1[cH:21][cH:22][c:23]([C:24]#[N:25])[cH:26][cH:27]1.[K+:1]>>[C:11]1([C:17]#[N:18])([c:20]2[cH:21][cH:22][c:23]([C:24]#[N:25])[cH:26][cH:27]2)[CH2:12][CH2:13][CH2:14][CH2:15][CH2:16]1. The reactants are S1C=C(C=C1)C1=NC=C(C=O)C=C1 (6-(Thiophen-3-yl)nicotinaldehyde), C1(CC1)[Mg]Br (cyclopropylmagnesium bromide). The product is C1(CC1)C(O)C=1C=NC(=CC1)C1=CSC=C1 (Cyclopropyl(6-(thiophen-3-yl)pyridin-3-yl)methanol). RXN SMILES: [S:1]1[CH:5]=[CH:4][C:3]([C:6]2[CH:13]=[CH:12][C:9]([CH:10]=[O:11])=[CH:8][N:7]=2)=[CH:2]1.[CH:14]1([Mg]Br)[CH2:16][CH2:15]1>>[CH:14]1([CH:10]([C:9]2[CH:8]=[N:7][C:6]([C:3]3[CH:4]=[CH:5][S:1][CH:2]=3)=[CH:13][CH:12]=2)[OH:11])[CH2:16][CH2:15]1. Procedure details: Synthesized using compound 56b (270 mg, 1.43 mmol) and cyclopropylmagnesium bromide (5.72 mL, 2.86 mmol, 0.5 M in THF) according to Method D. Crude product was purified by flash chromatography on silica-gel using a mixture of hexane/ethyl acetate (1:1) as eluent. Yellow solid. Yield: 138 mg, 42%. 1H NMR (CDCl3, 500 MHz): δH (ppm)=0.37-0.45 (m, 1H), 0.50 (dq, J=9.7, 4.8 Hz, 1H), 0.57-0.71 (m, 2H), 1.18-1.29 (m, 1H), 2.48 (br. s., 1H), 4.06 (d, J=8.2 Hz, 1H), 7.39 (dd, J=5.0, 3.2 Hz, 1H), 7.60 (dd...